Dataset: the Open Reaction Database (ORD), a public repository of structured organic reaction records. Task: describe an organic reaction: reactants, conditions, products, and yield Procedure details: 5-Carboxy-3-nitro-2phenylbenzenediazonium tetrafluoroborate (110 g ) is added in portions to a stirred and refluxing mixture of acetic anhydride (275 ml) and acetic acid (275 ml). The mixture is refluxed for a further 4-5 hours and is then poured into ice-water (about 4 liters). The mixture is left for 20 hours, and the precipitated crude 3-acetoxy-5-nitro-4-phenylbenzoic acid is collected by filtration, washed with water and dried. It is saponified by heating with 4 N sodium hydroxide (250 ml) ... RXN SMILES: F[B-](F)(F)F.[C:6]([C:9]1[CH:10]=[C:11]([N+:23]([O-:25])=[O:24])[C:12]([C:17]2[CH:22]=[CH:21][CH:20]=[CH:19][CH:18]=2)=[C:13]([N+]#N)[CH:14]=1)([OH:8])=[O:7].C(OC(=O)C)(=[O:28])C>C(O)(=O)C>[OH:28][C:13]1[CH:14]=[C:9]([CH:10]=[C:11]([N+:23]([O-:25])=[O:24])[C:12]=1[C:17]1[CH:22]=[CH:21][CH:20]=[CH:19][CH:18]=1)[C:6]([OH:8])=[O:7] |f:0.1|. Product: OC=1C=C(C(=O)O)C=C(C1C1=CC=CC=C1)[N+](=O)[O-] (3-hydroxy-5-nitro-4-phenylbenzoic acid). The solvent is C(C)(=O)O (acetic acid). The reactants are F[B-](F)(F)F.C(=O)(O)C=1C=C(C(=C(C1)[N+]#N)C1=CC=CC=C1)[N+](=O)[O-] (5-Carboxy-3-nitro-2phenylbenzenediazonium tetrafluoroborate), C(C)(=O)OC(C)=O (acetic anhydride), ice water. Run at time 20 hour.